This data is from the Open Reaction Database (ORD), a public repository of structured organic reaction records. The task is: describe an organic reaction: reactants, conditions, products, and yield Starting materials: ClC1=CC=C(C=C1)CC(=O)NC(C(CC(=O)[O-])=O)(C(C)C)C (4-[(4-chlorophenyl)acetylamino]-4,5-dimethyl-3-oxohexanoate), [OH-].[Na+] (sodium hydroxide), CC(C)O (2-propanol), S(O)(O)(=O)=O (sulfuric acid). The solvent is O (water), O (water). Yields the product CC(C(C)=O)(C(C)C)NC(CC1=CC=C(C=C1)Cl)=O (N-[1-methyl-1-(methylethyl)-2-oxopropyl]-(4-chlorophenyl)acetamide). Isolated yield 95.7%. RXN SMILES: [Cl:1][C:2]1[CH:7]=[CH:6][C:5]([CH2:8][C:9]([NH:11][C:12]([CH3:22])([CH:19]([CH3:21])[CH3:20])[C:13](=[O:18])[CH2:14]C([O-])=O)=[O:10])=[CH:4][CH:3]=1.CC(O)C.S(=O)(=O)(O)O.[OH-].[Na+]>O>[CH3:22][C:12]([NH:11][C:9](=[O:10])[CH2:8][C:5]1[CH:4]=[CH:3][C:2]([Cl:1])=[CH:7][CH:6]=1)([CH:19]([CH3:21])[CH3:20])[C:13](=[O:18])[CH3:14] |f:3.4|. Procedure: In a reactor were placed 2.5 g (0.007 mole) of 4-[(4-chlorophenyl)acetylamino]-4,5-dimethyl-3-oxohexanoate, 7 ml of 2-propanol, 8 ml of water and 0.7 ml of concentrated sulfuric acid. The mixture was refluxed for 5 hours with heating, to give rise to a reaction. After the completion of the reaction, the reaction mixture was cooled at room temperature. 20 ml of water was added. The mixture was neutralized with a 23% aqueous sodium hydroxide solution. The precipitated crystals were collected by fi... Starting materials: C(C)(C)(C)OC(=O)N1C=C(C=2C1=NC=CC2)CN2CCC(=CC2)\C=C\C=2OC(=CC2)C ((E)-1-tert-butyloxycarbonyl-3-(4-[2-(5-methylfuran-2-yl)ethenyl]-1,2,3,6-tetrahydropyridin-1-yl)methylpyrrolo[2,3-b]pyridine), FC(C(=O)O)(F)F (trifluoroacetic acid), [OH-].[NH4+] (Ammonium hydroxide). Solvent: ClCCl (dichloromethane). Run at time 2 hour. Product: CC1=CC=C(O1)/C=C/C=1CCN(CC1)CC1=CNC2=NC=CC=C21 ((E)-3-(4-[2-(5-methylfuran-2-yl)ethenyl]-1,2,3,6-tetrahydropyridin-1-yl)methyl-1H-pyrrolo[2,3-b]pyridine), solid. The yield is 57.0%. As a reaction SMILES: C(OC([N:8]1[C:12]2=[N:13][CH:14]=[CH:15][CH:16]=[C:11]2[C:10]([CH2:17][N:18]2[CH2:23][CH:22]=[C:21](/[CH:24]=[CH:25]/[C:26]3[O:27][C:28]([CH3:31])=[CH:29][CH:30]=3)[CH2:20][CH2:19]2)=[CH:9]1)=O)(C)(C)C.FC(F)(F)C(O)=O.[OH-].[NH4+]>ClCCl>[CH3:31][C:28]1[O:27][C:26](/[CH:25]=[CH:24]/[C:21]2[CH2:22][CH2:23][N:18]([CH2:17][C:10]3[C:11]4[C:12](=[N:13][CH:14]=[CH:15][CH:16]=4)[NH:8][CH:9]=3)[CH2:19][CH:20]=2)=[CH:30][CH:29]=1 |f:2.3|. Procedure details: A solution of (E)-1-tert-butyloxycarbonyl-3-(4-[2-(5-methylfuran-2-yl)ethenyl]-1,2,3,6-tetrahydropyridin-1-yl)methylpyrrolo[2,3-b]pyridine (160 mg, 0.38 mmol) in anhydrous dichloromethane (5 ml) was treated with trifluoroacetic acid (500 ml, 6.5 mmol) and stirred at room temperature for two hours. Ammonium hydroxide solution (5 ml) was added and the whole mixture evaporated in vacuo. The residue was azeotroped with toluene. The crude material was chromatographed on silica gel with 5% methanol in... Reaction SMILES: Br[C:2]1[CH:3]=[CH:4][C:5]2[C:6]3[CH2:15][N:14]([C:16]([O:18][C:19]([CH3:22])([CH3:21])[CH3:20])=[O:17])[CH2:13][CH2:12][C:7]=3[N:8]([CH3:11])[C:9]=2[CH:10]=1.[Cl:23][C:24]1[CH:38]=[CH:37][C:27]([CH2:28][O:29][C:30]2[CH:35]=[CH:34][NH:33][C:32](=[O:36])[CH:31]=2)=[CH:26][CH:25]=1>>[Cl:23][C:24]1[CH:38]=[CH:37][C:27]([CH2:28][O:29][C:30]2[CH:35]=[CH:34][N:33]([C:2]3[CH:3]=[CH:4][C:5]4[C:6]5[CH2:15][N:14]([C:16]([O:18][C:19]([CH3:22])([CH3:21])[CH3:20])=[O:17])[CH2:13][CH2:12][C:7]=5[N:8]([CH3:11])[C:9]=4[CH:10]=3)[C:32](=[O:36])[CH:31]=2)=[CH:26][CH:25]=1. Procedure details: The compound was prepared from tert-butyl 7-bromo-5-methyl-3,4-dihydro-1H-pyrido[4,3-b]indole-2(5H)-carboxylate (200 mg, 0.548 mmol) and 4-(4-chlorobenzyloxy)pyridin-2(1H)-one (129 mg, 0.548 mmol) according to the procedure in Example 1 (step c). Purification by flash column chromatography (silica gel, hexanes/EtOAc, 100:0 to 80:20 to 50:50 to 25:75 then 0:100) provided the title compound (143 mg, 50%) as a yellow solid: 1H NMR (300 MHz, CDCl3) δ 7.51 (d, J=8.0 Hz, 1H), 7.43-7.29 (m, 6H), 7.01 (... Product: ClC1=CC=C(COC2=CC(N(C=C2)C=2C=CC=3C4=C(N(C3C2)C)CCN(C4)C(=O)OC(C)(C)C)=O)C=C1 (tert-Butyl 7-(4-(4-chlorobenzyloxy)-2-oxopyridin-1(2H)-yl)-5-methyl-3,4-dihydro-1H-pyrido[4,3-b]indole-2(5H)-carboxylate). Starting materials: BrC=1C=CC=2C3=C(N(C2C1)C)CCN(C3)C(=O)OC(C)(C)C (tert-butyl 7-bromo-5-methyl-3,4-dihydro-1H-pyrido[4,3-b]indole-2(5H)-carboxylate), ClC1=CC=C(COC2=CC(NC=C2)=O)C=C1 (4-(4-chlorobenzyloxy)pyridin-2(1H)-one). Yield: 50.2%. The reactants are C(C)(C)(C)NN (tert-butylhydrazine), C[O-].[Na+] (sodium methoxide), C(C)OC=C(C#N)C#N (ethoxymethylene malononitrile). The solvent is C(C)O (ethanol). The product is C(C)(C)(C)N1N=CC(=C1N)C#N (1-tert-butyl-5-amino-1H-pyrazole-4-carbonitrile). The yield is 87.5%. RXN SMILES: [C:1]([NH:5][NH2:6])([CH3:4])([CH3:3])[CH3:2].C[O-].[Na+].C(O[CH:13]=[C:14]([C:17]#[N:18])[C:15]#[N:16])C>C(O)C>[C:1]([N:5]1[C:17]([NH2:18])=[C:14]([C:15]#[N:16])[CH:13]=[N:6]1)([CH3:4])([CH3:3])[CH3:2] |f:1.2|. Procedure: To a mixture of tert-butylhydrazine (40 g, 0.32 mol), sodium methoxide (18 g, 0.32 mol) and ethanol 150 ml) was added ethoxymethylene malononitrile (42 g, 0.32 mol). The reaction mixture was heated to reflux for 2 hours and the solvent was removed in vacuo. The residue was extracted with chloroform, washed with water and the organic layer was concentrated in vacuo to afford 46 g (87%) of 1-tert-butyl-5-amino-1H-pyrazole-4-carbonitrile as a semi-solid.